From a dataset of the Open Reaction Database (ORD), a public repository of structured organic reaction records. describe an organic reaction: reactants, conditions, products, and yield As a reaction SMILES: [Cl-:41].[Cl:30][c:31]1[n:32][cH:33][c:34]([N+:38](=[O:39])[O-:40])[c:35]([CH3:37])[cH:36]1.[H-:28].[NH4+:42].[Na+:29].[O:43]=[CH:44][N:45]([CH3:46])[CH3:47].[OH:1][c:2]1[cH:3][cH:4][c:5]([CH2:8][CH2:9][C:10](=[O:11])[N:12]2[CH2:13][CH2:14][N:15]([CH2:18][c:19]3[cH:20][c:21]4[c:25]([cH:26][cH:27]3)[O:24][CH2:23][O:22]4)[CH2:16][CH2:17]2)[cH:6][cH:7]1>>[O:1]([c:2]1[cH:3][cH:4][c:5]([CH2:8][CH2:9][C:10](=[O:11])[N:12]2[CH2:13][CH2:14][N:15]([CH2:18][c:19]3[cH:20][c:21]4[c:25]([cH:26][cH:27]3)[O:24][CH2:23][O:22]4)[CH2:16][CH2:17]2)[cH:6][cH:7]1)[c:31]1[n:32][cH:33][c:34]([N+:38](=[O:39])[O-:40])[c:35]([CH3:37])[cH:36]1. Product: Cc1cc(Oc2ccc(CCC(=O)N3CCN(Cc4ccc5c(c4)OCO5)CC3)cc2)ncc1[N+](=O)[O-]. The reactants are [Cl-], Cc1cc(Cl)ncc1[N+](=O)[O-], [H-], [NH4+], [Na+], CN(C)C=O, O=C(CCc1ccc(O)cc1)N1CCN(Cc2ccc3c(c2)OCO3)CC1. Starting materials: C(C)C=1C(=NC(=CN1)CC)N[C@H]1[C@H](CC2=CC=CC=C12)O ((1R,2S)-1-[(3,6-diethylpyrazin-2-yl)amino]-2,3-dihydro-1H-inden-2-ol), COC=1C=C2CCCC(C2=CC1)N (6-methoxy-1,2,3,4-tetrahydronaphthalen-1-amine). The product is C(C)C=1C(=NC(=CN1)CC)NC1CCCC2=CC(=CC=C12)OC (3,6-diethyl-N-(6-methoxy-1,2,3,4-tetrahydronaphthalen-1-yl)pyrazin-2-amine). Reaction SMILES: [CH2:1]([C:3]1[C:4](N[C@@H]2C3C(=CC=CC=3)C[C@@H]2O)=[N:5][C:6]([CH2:9][CH3:10])=[CH:7][N:8]=1)[CH3:2].[CH3:22][O:23][C:24]1[CH:25]=[C:26]2[C:31](=[CH:32][CH:33]=1)[CH:30]([NH2:34])[CH2:29][CH2:28][CH2:27]2>>[CH2:1]([C:3]1[C:4]([NH:34][CH:30]2[C:31]3[C:26](=[CH:25][C:24]([O:23][CH3:22])=[CH:33][CH:32]=3)[CH2:27][CH2:28][CH2:29]2)=[N:5][C:6]([CH2:9][CH3:10])=[CH:7][N:8]=1)[CH3:2]. Procedure details: Following the procedure for the preparation of (1R,2S)-1-[(3,6-diethylpyrazin-2-yl)amino]-2,3-dihydro-1H-inden-2-ol but substituting 6-methoxy-1,2,3,4-tetrahydronaphthalen-1-amine and making non-critical variations provided the title compound as a oil: HRMS (FAB) calcd for C19H25N3O+H 312.2076, found 312.2075; Anal. Calcd for C19H25N3O: C, 73.28; H, 8.09; N, 13.49. Found C, 73.38; H, 8.11; N, 13.32. RXN SMILES: [Cl:1][C:2]1[CH:3]=[CH:4][CH:5]=[C:6]2[C:10]=1[N:9](C(C1C=CC=CC=1)C1C=CC=CC=1)[C:8](=[O:24])[CH:7]2[C:25]1[C:26]([OH:34])=[CH:27][C:28]2[O:32][CH2:31][CH2:30][C:29]=2[CH:33]=1.[C:35]1(C(C2C=CC=CC=2)N2C3C(=CC=CC=3)C3(C4C=C(C)C(OC)=CC=4OC3)C2=O)C=CC=CC=1>>[Cl:1][C:2]1[CH:3]=[CH:4][CH:5]=[C:6]2[C:10]=1[NH:9][C:8](=[O:24])[C:7]12[CH2:35][O:34][C:26]2[CH:27]=[C:28]3[C:29](=[CH:33][C:25]1=2)[CH2:30][CH2:31][O:32]3. Starting materials: ClC=1C=CC=C2C(C(N(C12)C(C1=CC=CC=C1)C1=CC=CC=C1)=O)C=1C(=CC2=C(CCO2)C1)O (7-chloro-1-(diphenylmethyl)-3-(6-hydroxy-2,3-dihydro-1-benzofuran-5-yl)-1,3-dihydro-2H-indol-2-one), C1(=CC=CC=C1)C(N1C(C2(C3=CC=CC=C13)COC1=C2C=C(C(=C1)OC)C)=O)C1=CC=CC=C1 (1′-(diphenylmethyl)-6-methoxy-5-methylspiro[1-benzofuran-3,3′-indol]-2′(1′H)-one). Procedure details: Following the procedure as described in EXAMPLE 3 and making non-critical variations using 7-chloro-1-(diphenylmethyl)-3-(6-hydroxy-2,3-dihydro-1-benzofuran-5-yl)-1,3-dihydro-2H-indol-2-one to replace 1′-(diphenylmethyl)-6-methoxy-5-methylspiro[1-benzofuran-3,3′-indol]-2′(1′H)-one, 7′-chloro-5,6-dihydrospiro[benzo[1,2-b:5,4-b′]difuran-3,3′-indol]-2′(1′H)-one was obtained (78%) as a colorless solid: mp>250° C. (diethyl ether); 1H NMR (300 MHz, DMSO-d6) δ11.01 (s, 1H), 7.30 (d, J=8.0 Hz, 1H), 7.70... Yields the product ClC=1C=CC=C2C3(C(NC12)=O)C1=C(OC3)C=C3OCCC3=C1 (7′-chloro-5,6-dihydrospiro[benzo[1,2-b:5,4-b′]difuran-3,3′-indol]-2′(1′H)-one). The reactants are ClC1=C(N)C=C(C=C1)[N+](=O)[O-] (2-chloro-5-nitroaniline), ClC=1C=C(C(=O)Cl)C=CC1 (3-chlorobenzoyl chloride). The product is ClC=1C=C(C(=O)NC2=C(C=CC(=C2)[N+](=O)[O-])Cl)C=CC1 (3-chloro-N-(2-chloro-5-nitrophenyl)benzamide). Reaction SMILES: [Cl:1][C:2]1[CH:8]=[CH:7][C:6]([N+:9]([O-:11])=[O:10])=[CH:5][C:3]=1[NH2:4].[Cl:12][C:13]1[CH:14]=[C:15]([CH:19]=[CH:20][CH:21]=1)[C:16](Cl)=[O:17]>>[Cl:12][C:13]1[CH:14]=[C:15]([CH:19]=[CH:20][CH:21]=1)[C:16]([NH:4][C:3]1[CH:5]=[C:6]([N+:9]([O-:11])=[O:10])[CH:7]=[CH:8][C:2]=1[Cl:1])=[O:17]. Reported procedure: 2-chloro-5-nitroaniline (Aldrich, 25.7 mmol) was used in general procedure 1 with 3-chlorobenzoyl chloride (26.5 mmol). The product was purified by silica gel chromatography (40% EtOAc/Hex) to give 3-chloro-N-(2-chloro-5-nitrophenyl)benzamide as a brown solid. MS (Q1) 294.0 (M)+ The reactants are C(C)(C)N1CC(C1)OCC1=CC=CC=C1 (1-(iso-propyl)-3-benzyloxyazetidine), C1(=CC=CC2=CC=CC=C12)O (α-naphthol), [OH-].[Na+] (sodium hydroxide). Run in CCOCC (ether). Reaction conditions: temperature 200 celsius. The product is C1(=CC=CC2=CC=CC=C12)OCC(CNC(C)C)OCC1=CC=CC=C1 (1-(α-naphthoxy)-2-benzyloxy-3-(iso-propylamino)-propane). Isolated yield 79.0%. As a reaction SMILES: [CH:1]([N:4]1[CH2:7][CH:6]([O:8][CH2:9][C:10]2[CH:15]=[CH:14][CH:13]=[CH:12][CH:11]=2)[CH2:5]1)([CH3:3])[CH3:2].[C:16]1([OH:26])[C:25]2[C:20](=[CH:21][CH:22]=[CH:23][CH:24]=2)[CH:19]=[CH:18][CH:17]=1.[OH-].[Na+]>CCOCC>[C:16]1([O:26][CH2:5][CH:6]([O:8][CH2:9][C:10]2[CH:15]=[CH:14][CH:13]=[CH:12][CH:11]=2)[CH2:7][NH:4][CH:1]([CH3:2])[CH3:3])[C:25]2[C:20](=[CH:21][CH:22]=[CH:23][CH:24]=2)[CH:19]=[CH:18][CH:17]=1 |f:2.3|. Reported procedure: To a mixture of 6.2 parts of 1-(iso-propyl)-3-benzyloxyazetidine and 43 parts of α-naphthol 1.5 parts of sodium hydroxide was added, and the mixture was heated at 200° C. for 16 hours. The reaction mixture was cooled, and 100 parts of ether were added thereto. Excessive α-naphthol was removed by extraction with 2N-sodium hydroxide aqueous solution. The remaining ether layr was washed in water and dried over anhydrous sodium sulfate. After distillation of ether, the residue was subjected to disti... The reactants are CN1C(=CC(=C1C(C1=CC=C(C=C1)F)=O)C)CC(=O)OCC (ethyl 1,4-dimethyl-5-(p-fluorobenzoyl)-pyrrole-2-acetate), ClC1=CC=C(C(=O)C2=C(C=C(N2C)CC(=O)OCC)C)C=C1 (ethyl 5-(p-chlorobenzoyl)-1,4-dimethylpyrrole-2-acetate). Yields the product CN1C(=CC(=C1C(C1=CC=C(C=C1)F)=O)C)C(C(=O)OCC)C (ethyl 1,4,α-trimethyl-5-(p-fluorobenzoyl)-pyrrole-2-acetate). RXN SMILES: [CH3:1][N:2]1[C:6]([C:7](=[O:15])[C:8]2[CH:13]=[CH:12][C:11]([F:14])=[CH:10][CH:9]=2)=[C:5]([CH3:16])[CH:4]=[C:3]1[CH2:17][C:18]([O:20][CH2:21][CH3:22])=[O:19].Cl[C:24]1C=CC(C(C2N(C)C(CC(OCC)=O)=CC=2C)=O)=CC=1>>[CH3:1][N:2]1[C:6]([C:7](=[O:15])[C:8]2[CH:9]=[CH:10][C:11]([F:14])=[CH:12][CH:13]=2)=[C:5]([CH3:16])[CH:4]=[C:3]1[CH:17]([CH3:24])[C:18]([O:20][CH2:21][CH3:22])=[O:19]. Procedure: The methylation procedure of Example 77A is repeated, except that an equivalent quantity of ethyl 1,4-dimethyl-5-(p-fluorobenzoyl)-pyrrole-2-acetate (from Example 83) is methylated instead of the ethyl 5-(p-chlorobenzoyl)-1,4-dimethylpyrrole-2-acetate used in Example 77A, to yield ethyl 1,4,α-trimethyl-5-(p-fluorobenzoyl)-pyrrole-2-acetate. Starting materials: NC1=C(C=C(C=C1)C(C)(C)C)S(=O)(=O)N (2-amino-5-tert-butylbenzenesulfonamide), C(=O)(Cl)Cl (phosgene), C(C)(C)N=C=S (isopropyl isothiocyanate), NC1=C(C=C(C=C1)C(C)(C)C)S(=O)(=O)NC(=S)NC(C)C (N-(2-amino-5-tert-butylbenzenesulfonyl)-N′-isopropylthiourea). Yields the product C(C)(C)(C)C1=CC2=C(NC(=NS2(=O)=O)NC(C)C)C=C1 (7-tert-Butyl-3-isopropylamino-4H-1,2,4-benzothiadiazine 1,1-dioxide). Reaction SMILES: NC1C=CC(C(C)(C)C)=CC=1S(N)(=O)=O.C(N=C=S)(C)C.[NH2:22][C:23]1[CH:28]=[CH:27][C:26]([C:29]([CH3:32])([CH3:31])[CH3:30])=[CH:25][C:24]=1[S:33]([NH:36][C:37]([NH:39][CH:40]([CH3:42])[CH3:41])=S)(=[O:35])=[O:34].C(Cl)(Cl)=O>>[C:29]([C:26]1[CH:27]=[CH:28][C:23]2[NH:22][C:37]([NH:39][CH:40]([CH3:42])[CH3:41])=[N:36][S:33](=[O:35])(=[O:34])[C:24]=2[CH:25]=1)([CH3:32])([CH3:31])[CH3:30]. Procedure details: Starting from 2-amino-5-tert-butylbenzenesulfonamide and isopropyl isothiocyanate, and following a procedure analogous to the one described in Example 4a, N-(2-amino-5-tert-butylbenzenesulfonyl)-N′-isopropylthiourea was prepared; m.p. 128-130° C. Subsequent ring closure with phosgene by a procedure analogous to the one described in Example 4b gave the title compound; m.p. 290-293° C. Starting materials: CCOC=C(C(=O)OCC)C(=O)OCC, CCCCCC, Nc1cc2ccccc2oc1=O. Yields the product CCOC(=O)C(=CNc1cc2ccccc2oc1=O)C(=O)OCC. RXN SMILES: [CH2:13]([O:14][CH:16]=[C:17]([C:18](=[O:19])[O:20][CH2:21][CH3:22])[C:23](=[O:24])[O:25][CH2:26][CH3:27])[CH3:15].[CH3:28][CH2:29][CH2:30][CH2:31][CH2:32][CH3:33].[NH2:1][c:2]1[c:3](=[O:12])[o:4][c:5]2[cH:6][cH:7][cH:8][cH:9][c:10]2[cH:11]1>>[NH:1]([c:2]1[c:3](=[O:12])[o:4][c:5]2[cH:6][cH:7][cH:8][cH:9][c:10]2[cH:11]1)[CH:16]=[C:17]([C:18](=[O:19])[O:20][CH2:21][CH3:22])[C:23](=[O:24])[O:25][CH2:26][CH3:27]. Starting materials: BrC1=C(C=C2CCC(CC2=C1)=O)F (7-bromo-6-fluoro-3,4-dihydro-1H-naphthalen-2-one), BrC1=C(C=C2CCC(CC2=C1)=O)F (7-bromo-6-fluoro-3,4-dihydro-1H-naphthalen-2-one), NH4OAc, [BH3-]C#N.[Na+] (NaCNBH3). Solvent: CO (MeOH). Conditions: time 16 hour. The product is BrC1=C(C=C2CCC(CC2=C1)N)F (7-Bromo-6-fluoro-1,2,3,4-tetrahydro-naphthalen-2-ylamine). As a reaction SMILES: [Br:1][C:2]1[CH:11]=[C:10]2[C:5]([CH2:6][CH2:7][C:8](=O)[CH2:9]2)=[CH:4][C:3]=1[F:13].[BH3-]C#[N:16].[Na+]>CO>[Br:1][C:2]1[CH:11]=[C:10]2[C:5]([CH2:6][CH2:7][CH:8]([NH2:16])[CH2:9]2)=[CH:4][C:3]=1[F:13] |f:1.2|. Procedure: 7-Bromo-6-fluoro-1,2,3,4-tetrahydro-naphthalen-2-ylamine XVI was prepared from commercial available 7-bromo-6-fluoro-3,4-dihydro-1H-naphthalen-2-one XV. To a stirred solution of XV (0.10 g, 0.41 mmol) in 3 mL of MeOH was added NH4OAc, followed by NaCNBH3 (0.018 g) in one portion at ambient temperature. The reaction mixture was stirred at ambient temperature for 16 h. Removal of solvent under vacuum gave the crude product, which was partitioned between 2N Na2CO3 and CH2Cl2. The organic layer was ...